This data is from the Open Reaction Database (ORD), a public repository of structured organic reaction records. The task is: describe an organic reaction: reactants, conditions, products, and yield Starting materials: ClC1=NC(=C(C=C1C#N)C1=CC=C(C=C1)S(=O)(=O)C)C1=CC=C(C=C1)OC (2-chloro-6-(4-methoxyphenyl)-5-[4-(methylsulfonyl)phenyl]pyridine-3-carbonitrile), C[O-].[Na+] (sodium methoxide), C21H18N2O4S. Run in CO (methanol). Reaction conditions: time 22 hour. The product is COC1=NC(=C(C=C1C#N)C1=CC=C(C=C1)S(=O)(=O)C)C1=CC=C(C=C1)OC (2-Methoxy-6-(4-methoxyphenyl)-5-[4-(methylsulfonyl)phenyl]pyridine-3-carbonitrile). As a reaction SMILES: Cl[C:2]1[C:7]([C:8]#[N:9])=[CH:6][C:5]([C:10]2[CH:15]=[CH:14][C:13]([S:16]([CH3:19])(=[O:18])=[O:17])=[CH:12][CH:11]=2)=[C:4]([C:20]2[CH:25]=[CH:24][C:23]([O:26][CH3:27])=[CH:22][CH:21]=2)[N:3]=1.[CH3:28][O-:29].[Na+]>CO>[CH3:28][O:29][C:2]1[C:7]([C:8]#[N:9])=[CH:6][C:5]([C:10]2[CH:15]=[CH:14][C:13]([S:16]([CH3:19])(=[O:18])=[O:17])=[CH:12][CH:11]=2)=[C:4]([C:20]2[CH:25]=[CH:24][C:23]([O:26][CH3:27])=[CH:22][CH:21]=2)[N:3]=1 |f:1.2|. Reported procedure: 2-Chloro-6-(4-methoxyphenyl)-5-[4-(methylsulfonyl)phenyl]pyridine-3-carbonitrile (Example 8) (100 mg, 0.25 mMol) was added to freshly prepared sodium methoxide (0.27 mMol) in methanol and stirred at room temperature for 22 hours and then at 75° C. for 4 hours. The reaction solution was concentrated and the product was purified by silica gel chromatography to give a white solid. Anal. Calc'd. for C21H18N2O4S (394.45): C, 63.95; H, 4.60; N, 7.10. Found: C, 63.80; H, 4.71; N, 6.94. Starting materials: BrBr (Bromine), C([O-])(O)=O.[Na+] (sodium bicarbonate), C(C)(=O)[O-].[Na+] (Sodium acetate), COCCNC1=NC=2N(C=C1)N=CC2 (N-(2-methoxyethyl)pyrazolo[1,5-a]pyrimidin-5-amine). Run in O (water), C(C)(=O)O (acetic acid), C(C)(=O)O (acetic acid). The product is BrC=1C=NN2C1N=C(C=C2)NCCOC ((3-Bromo-pyrazolo[1,5-a]pyrimidin-5-yl)-(2-methoxy-ethyl)-amine). The yield is 81.7%. Reaction SMILES: C([O-])(=O)C.[Na+].[CH3:6][O:7][CH2:8][CH2:9][NH:10][C:11]1[CH:16]=[CH:15][N:14]2[N:17]=[CH:18][CH:19]=[C:13]2[N:12]=1.[Br:20]Br.C(=O)(O)[O-].[Na+]>C(O)(=O)C.O>[Br:20][C:19]1[CH:18]=[N:17][N:14]2[CH:15]=[CH:16][C:11]([NH:10][CH2:9][CH2:8][O:7][CH3:6])=[N:12][C:13]=12 |f:0.1,4.5|. Procedure details: Sodium acetate [127-09-3] (457.6 mg, 5.6 mmol) was added to a solution of N-(2-methoxyethyl)pyrazolo[1,5-a]pyrimidin-5-amine (706.4 mg, 3.7 mmol) in glacial acetic acid (40 mL) and allowed to stir at ambient temperature until all of the solid had dissolved. Bromine [7726-95-6] (0.2 mL, 3.7 mmol) was added into the ambient temperature, buffered acetic acid reaction solution over 2 minutes, then the reaction solution was slowly poured into stirring water (1 L). The pH was increased by the addition... Reactants: CN1N=C(C2=CC(=CC=C12)OCCOS(=O)(=O)C1=CC=C(C=C1)C)S(=O)(=O)C1=CC=CC2=CC=CC=C12 (toluene-4-sulfonic acid 2-[1-methyl-3-(naphthalene-1-sulfonyl)-1H-indazol-5-yloxy]-ethyl ester), C(C)(C)N (isopropylamine), C(C)(C)N (isopropylamine). Solvent: C1CCOC1 (THF). Run at temperature 80 celsius, time 21 hour. Product: C(C)(C)NCCOC=1C=C2C(=NN(C2=CC1)C)S(=O)(=O)C1=CC=CC2=CC=CC=C12 (isopropyl-{2-[1-methyl-3-(naphthalene-1-sulfonyl)-1H-indazol -5-yloxy]-ethyl}-amine). The yield is 57.9%. Reaction SMILES: [CH3:1][N:2]1[C:10]2[C:5](=[CH:6][C:7]([O:11][CH2:12][CH2:13]OS(C3C=CC(C)=CC=3)(=O)=O)=[CH:8][CH:9]=2)[C:4]([S:25]([C:28]2[C:37]3[C:32](=[CH:33][CH:34]=[CH:35][CH:36]=3)[CH:31]=[CH:30][CH:29]=2)(=[O:27])=[O:26])=[N:3]1.[CH:38]([NH2:41])([CH3:40])[CH3:39]>C1COCC1>[CH:38]([NH:41][CH2:13][CH2:12][O:11][C:7]1[CH:6]=[C:5]2[C:10](=[CH:9][CH:8]=1)[N:2]([CH3:1])[N:3]=[C:4]2[S:25]([C:28]1[C:37]2[C:32](=[CH:33][CH:34]=[CH:35][CH:36]=2)[CH:31]=[CH:30][CH:29]=1)(=[O:26])=[O:27])([CH3:40])[CH3:39]. Reported procedure: A solution of toluene-4-sulfonic acid 2-[1-methyl-3-(naphthalene-1-sulfonyl)-1H-indazol-5-yloxy]-ethyl ester (0.433 g, 0.807 mmol) and isopropylamine (1.0 mL, 12 mmol) in THF (10 mL) was stirred at 80° C. in a sealed tube for 15 hours. Additional isopropylamine (1.0 mL, 12 mmol) was added, and the reaction mixture was stirred at 80° C. for 21 hours. It was allowed to cool to room temperature, and partitioned in ethyl acetate and aqueous sodium bicarbonate. The organic phase was washed with water...